This data is from the Open Reaction Database (ORD), a public repository of structured organic reaction records. The task is: describe an organic reaction: reactants, conditions, products, and yield Starting materials: CCOC(=O)CBr, Cl, FC(F)(F)c1cc(COC2CCNCC2c2ccccc2)cc(C(F)(F)F)c1. The product is CCOC(=O)CN1CCC(OCc2cc(C(F)(F)F)cc(C(F)(F)F)c2)C(c2ccccc2)C1. RXN SMILES: [Br:30][CH2:31][C:32](=[O:33])[O:34][CH2:35][CH3:36].[ClH:1].[F:2][C:3]([c:4]1[cH:5][c:6]([CH2:7][O:8][CH:9]2[CH:10]([c:15]3[cH:16][cH:17][cH:18][cH:19][cH:20]3)[CH2:11][NH:12][CH2:13][CH2:14]2)[cH:21][c:22]([C:24]([F:25])([F:26])[F:27])[cH:23]1)([F:28])[F:29]>>[F:2][C:3]([c:4]1[cH:5][c:6]([CH2:7][O:8][CH:9]2[CH:10]([c:15]3[cH:16][cH:17][cH:18][cH:19][cH:20]3)[CH2:11][N:12]([CH2:31][C:32](=[O:33])[O:34][CH2:35][CH3:36])[CH2:13][CH2:14]2)[cH:21][c:22]([C:24]([F:25])([F:26])[F:27])[cH:23]1)([F:28])[F:29]. Reactants: OBO, Brc1cccnc1, Brc1cncc(Br)c1, Cc1cc(-c2ccc(Cl)cc2)cc(I)n1. The product is Cc1cc(-c2ccc(Cl)cc2)cc(-c2cncc(Br)c2)n1. Reaction SMILES: [BH:16]([OH:17])[OH:18].[Br:19][c:20]1[cH:21][n:22][cH:23][cH:24][cH:25]1.[Br:26][c:27]1[cH:28][c:29]([Br:30])[cH:31][n:32][cH:33]1.[Cl:1][c:2]1[cH:3][cH:4][c:5](-[c:8]2[cH:9][c:10]([I:15])[n:11][c:12]([CH3:14])[cH:13]2)[cH:6][cH:7]1>>[Cl:1][c:2]1[cH:3][cH:4][c:5](-[c:8]2[cH:9][c:10](-[c:24]3[cH:23][n:22][cH:21][c:20]([Br:19])[cH:25]3)[n:11][c:12]([CH3:14])[cH:13]2)[cH:6][cH:7]1. The reactants are FC=1C=CC(=C(C1)NC([C@H](C)NC(OC(C)(C)C)=O)=O)NC1=CC=CC=C1 ((S)-tert-butyl 1-(5-fluoro-2-(phenylamino)phenylamino)-1-oxopropan-2-ylcarbamate). Run in CC(=O)O (AcOH). Yields the product FC1=CC2=C(N(C(=N2)[C@H](C)NC(OC(C)(C)C)=O)C2=CC=CC=C2)C=C1 ((S)-tert-butyl 1-(5-fluoro-1-phenyl-1H-benzo[d]imidazol-2-yl)ethylcarbamate). As a reaction SMILES: [F:1][C:2]1[CH:3]=[CH:4][C:5]([NH:21][C:22]2[CH:27]=[CH:26][CH:25]=[CH:24][CH:23]=2)=[C:6]([NH:8][C:9](=O)[C@@H:10]([NH:12][C:13](=[O:19])[O:14][C:15]([CH3:18])([CH3:17])[CH3:16])[CH3:11])[CH:7]=1>CC(O)=O>[F:1][C:2]1[CH:3]=[CH:4][C:5]2[N:21]([C:22]3[CH:27]=[CH:26][CH:25]=[CH:24][CH:23]=3)[C:9]([C@@H:10]([NH:12][C:13](=[O:19])[O:14][C:15]([CH3:18])([CH3:17])[CH3:16])[CH3:11])=[N:8][C:6]=2[CH:7]=1. Procedure: A solution of (S)-tert-butyl 1-(5-fluoro-2-(phenylamino)phenylamino)-1-oxopropan-2-ylcarbamate (2.15 mmol) in AcOH (10 mL) was stirred for 18 h at 70° C. After cooling to RT, volatiles were evaporated under reduced pressure and the residue was partitioned between EtOAc and a saturated solution of NaHCO3. The organic layer was washed with brine, dried (MgSO4) and then concentrated in vacuo. The resulting residue was purified by column chromatography (Si—PCC, gradient 0-40% EtOAc in cyclohexane) a... Reactants: solution, Cl (hydrochloric acid), C(C)(C)(C)OC(=O)N1CCC(CC1)CCCC[C@@H](C(=O)OCC)N[C@@H]1C(N(C[C@H](SC1)C=1SC=CC1)CC(=O)OC(C)(C)C)=O (t-butyl α-{6(R)[5-(1-t-butoxycarbonyl-4-piperidyl)-1(S)-ethoxycarbonylpentylamino]-5-oxo-2(S)-(2-thienyl)perhydro-1,4-thiazepin-4-yl}acetate). The solvent is O1CCOCC1 (dioxane). Reaction conditions: time 8 hour. Product: Cl.Cl.C(C)OC(=O)[C@H](CCCCC1CCNCC1)N[C@@H]1C(N(C[C@H](SC1)C=1SC=CC1)CC(=O)O)=O (α-{6(R)-[1(S)-Ethoxycarbonyl-5-(4-piperidyl)-pentylamino]-5-oxo-2(S)-(2-thienyl)perhydro-1,4-thiazepin-4-yl}acetic acid dihydrochloride). Reaction SMILES: [ClH:1].C(OC([N:9]1[CH2:14][CH2:13][CH:12]([CH2:15][CH2:16][CH2:17][CH2:18][C@H:19]([NH:25][C@H:26]2[CH2:32][S:31][C@H:30]([C:33]3[S:34][CH:35]=[CH:36][CH:37]=3)[CH2:29][N:28]([CH2:38][C:39]([O:41]C(C)(C)C)=[O:40])[C:27]2=[O:46])[C:20]([O:22][CH2:23][CH3:24])=[O:21])[CH2:11][CH2:10]1)=O)(C)(C)C>O1CCOCC1>[ClH:1].[ClH:1].[CH2:23]([O:22][C:20]([C@@H:19]([NH:25][C@H:26]1[CH2:32][S:31][C@H:30]([C:33]2[S:34][CH:35]=[CH:36][CH:37]=2)[CH2:29][N:28]([CH2:38][C:39]([OH:41])=[O:40])[C:27]1=[O:46])[CH2:18][CH2:17][CH2:16][CH2:15][CH:12]1[CH2:13][CH2:14][NH:9][CH2:10][CH2:11]1)=[O:21])[CH3:24] |f:3.4.5|. Procedure details: 2 ml of a 4N solution of hydrochloric acid in dioxane were added to 264 mg of t-butyl α-{6(R)[5-(1-t-butoxycarbonyl-4-piperidyl)-1(S)-ethoxycarbonylpentylamino]-5-oxo-2(S)-(2-thienyl)perhydro-1,4-thiazepin-4-yl}acetate (prepared as described in Example 18), and the mixture was allowed to stand at room temperature overnight. The solvent was then removed from the reaction mixture by evaporation under reduced pressure, and the residue was pulverized in diethyl ether and collected by filtration, to ... Yields the product C(C(C)(C)C)(=O)NC=1N=C(C2=C(N1)N=CC(=C2)C#CC2=CC=C(C=C2)C(=O)O)O (2-pivaloylamino-4-hydroxy-6-(4-carboxyphenylethynyl)pyrido[2,3-d]pyrimidine). The yield is 92.6%. The reactants are C(C(C)(C)C)(=O)NC=1N=C(C2=C(N1)N=CC(=C2)C#CC2=CC=C(C=C2)C(=O)OC(C)(C)C)O (2-pivaloylamino-4-hydroxy-6-(4-tert.butoxycarbonylphenylethynyl)pyrido[2,3-d]pyrimidine), [N+](=O)([O-])C (nitromethane), Cl (hydrogen chloride). Solvent: CCOCC (ether). Run at temperature 0 celsius. As a reaction SMILES: [C:1]([NH:7][C:8]1[N:9]=[C:10]([OH:33])[C:11]2[CH:17]=[C:16]([C:18]#[C:19][C:20]3[CH:25]=[CH:24][C:23]([C:26]([O:28]C(C)(C)C)=[O:27])=[CH:22][CH:21]=3)[CH:15]=[N:14][C:12]=2[N:13]=1)(=[O:6])[C:2]([CH3:5])([CH3:4])[CH3:3].[N+](C)([O-])=O.Cl>CCOCC>[C:1]([NH:7][C:8]1[N:9]=[C:10]([OH:33])[C:11]2[CH:17]=[C:16]([C:18]#[C:19][C:20]3[CH:21]=[CH:22][C:23]([C:26]([OH:28])=[O:27])=[CH:24][CH:25]=3)[CH:15]=[N:14][C:12]=2[N:13]=1)(=[O:6])[C:2]([CH3:5])([CH3:4])[CH3:3]. Procedure details: One gram of 2-pivaloylamino-4-hydroxy-6-(4-tert.butoxycarbonylphenylethynyl)pyrido[2,3-d]pyrimidine is added to 25 ml of nitromethane saturated with hydrogen chloride gas at 0° C. After stirring at 0° C., the reaction mixture is allowed to reach room temperature and stirred for an additional hour. The suspension is diluted with anhydrous ether and suction filtered. The collected solid is washed with ether, methanol, and ether again, and then dried under reduced pressure to give 0.81 g of 2-pival... Reactants: CC(C)(C)OC(=O)N1CCC(CN)CC1, CC#N, CCOC(C)=O, CCN(C(C)C)C(C)C, CCOC(=O)c1cnc(Cl)nc1Cl, Cl, O. The product is CCOC(=O)c1cnc(Cl)nc1NCC1CCN(C(=O)OC(C)(C)C)CC1. Reaction SMILES: [C:15](=[O:16])([O:17][C:18]([CH3:19])([CH3:20])[CH3:21])[N:22]1[CH2:23][CH2:24][CH:25]([CH2:28][NH2:29])[CH2:26][CH2:27]1.[CH3:40][C:41]#[N:42].[CH3:43][CH2:44][O:45][C:46]([CH3:47])=[O:48].[CH:30]([N:31]([CH2:32][CH3:33])[CH:34]([CH3:35])[CH3:36])([CH3:37])[CH3:38].[Cl:1][c:2]1[n:3][cH:4][c:5]([C:9](=[O:10])[O:11][CH2:12][CH3:13])[c:6]([Cl:8])[n:7]1.[ClH:14].[OH2:39]>>[Cl:1][c:2]1[n:3][cH:4][c:5]([C:9](=[O:10])[O:11][CH2:12][CH3:13])[c:6]([NH:29][CH2:28][CH:25]2[CH2:24][CH2:23][N:22]([C:15](=[O:16])[O:17][C:18]([CH3:19])([CH3:20])[CH3:21])[CH2:27][CH2:26]2)[n:7]1. Reactants: CC1(C)COC(CCCBr)OC1, O=C([O-])[O-], [Cs+], [Cs+], CN(C)C=O, COC(=O)c1ccc(OCCCc2ccc(O)cc2)c(C(=O)NC2CCCC(C(=O)OC)C2)c1. Yields the product COC(=O)c1ccc(OCCCc2ccc(OCCCC3OCC(C)(C)CO3)cc2)c(C(=O)NC2CCCC(C(=O)OC)C2)c1. RXN SMILES: [Br:35][CH2:36][CH2:37][CH2:38][CH:39]1[O:40][CH2:41][C:42]([CH3:45])([CH3:46])[CH2:43][O:44]1.[C:47](=[O:48])([O-:49])[O-:50].[Cs+:51].[Cs+:52].[O:53]=[CH:54][N:55]([CH3:56])[CH3:57].[OH:1][c:2]1[cH:3][cH:4][c:5]([CH2:8][CH2:9][CH2:10][O:11][c:12]2[c:13]([C:22](=[O:23])[NH:24][CH:25]3[CH2:26][CH:27]([C:31](=[O:32])[O:33][CH3:34])[CH2:28][CH2:29][CH2:30]3)[cH:14][c:15]([C:16](=[O:17])[O:18][CH3:19])[cH:20][cH:21]2)[cH:6][cH:7]1>>[O:1]([c:2]1[cH:3][cH:4][c:5]([CH2:8][CH2:9][CH2:10][O:11][c:12]2[c:13]([C:22](=[O:23])[NH:24][CH:25]3[CH2:26][CH:27]([C:31](=[O:32])[O:33][CH3:34])[CH2:28][CH2:29][CH2:30]3)[cH:14][c:15]([C:16](=[O:17])[O:18][CH3:19])[cH:20][cH:21]2)[cH:6][cH:7]1)[CH2:36][CH2:37][CH2:38][CH:39]1[O:40][CH2:41][C:42]([CH3:45])([CH3:46])[CH2:43][O:44]1.